This data is from the Open Reaction Database (ORD), a public repository of structured organic reaction records. The task is: describe an organic reaction: reactants, conditions, products, and yield Reactants: CC=1C(=NC=CC1OCC(C(F)(F)F)(F)F)CSC=1NC2=C(N1)C=CC=C2 (2-[[3-methyl-4-(2,2,3,3,3-pentafluoropropoxy)-2-pyridyl]methylthio]benzimidazole), ClC1=CC(=CC=C1)C(=O)OO (m-chloroperbenzoic acid). Solvent: C(Cl)(Cl)Cl (chloroform), C(Cl)(Cl)Cl (chloroform). Yields the product CC=1C(=NC=CC1OCC(C(F)(F)F)(F)F)CS(=O)C=1NC2=C(N1)C=CC=C2 (2-[[3-methyl-4-(2,2,3,3,3-pentafluoropropoxy)-2-pyridyl]methylsulfinyl]benzimidazole). The yield is 77.8%. As a reaction SMILES: [CH3:1][C:2]1[C:3]([CH2:17][S:18][C:19]2[NH:20][C:21]3[CH:27]=[CH:26][CH:25]=[CH:24][C:22]=3[N:23]=2)=[N:4][CH:5]=[CH:6][C:7]=1[O:8][CH2:9][C:10]([F:16])([F:15])[C:11]([F:14])([F:13])[F:12].ClC1C=CC=C(C(OO)=[O:36])C=1>C(Cl)(Cl)Cl>[CH3:1][C:2]1[C:3]([CH2:17][S:18]([C:19]2[NH:23][C:22]3[CH:24]=[CH:25][CH:26]=[CH:27][C:21]=3[N:20]=2)=[O:36])=[N:4][CH:5]=[CH:6][C:7]=1[O:8][CH2:9][C:10]([F:16])([F:15])[C:11]([F:12])([F:14])[F:13]. Procedure: To a solution of 2-[[3-methyl-4-(2,2,3,3,3-pentafluoropropoxy)-2-pyridyl]methylthio]benzimidazole (2.2 g) in chloroform (20 ml), a solution of m-chloroperbenzoic acid (*1.3 g) in chloroform (15 ml) was added dropwise while ice-cooling over a period of 30 minutes and the resulting reaction mixture was washed with a saturated aqueous sodium hydrogen carbonate. After drying over magnesium sulfate, the solvent was concentrated. The residue was applied on a silica gel (50 g) column, eluted with ethyl...